Dataset: the Open Reaction Database (ORD), a public repository of structured organic reaction records. Task: describe an organic reaction: reactants, conditions, products, and yield Reactants: [BH4-], CO, CCOC(C)=O, O=[N+]([O-])c1cc(F)c(N2CCSCC2)c(F)c1, [Na+]. Product: Nc1cc(F)c(N2CCSCC2)c(F)c1. RXN SMILES: [BH4-:1].[CH3:20][OH:21].[CH3:22][CH2:23][O:24][C:25](=[O:26])[CH3:27].[F:3][c:4]1[c:5]([N:14]2[CH2:15][CH2:16][S:17][CH2:18][CH2:19]2)[c:6]([F:13])[cH:7][c:8]([N+:10]([O-:11])=[O:12])[cH:9]1.[Na+:2]>>[F:3][c:4]1[c:5]([N:14]2[CH2:15][CH2:16][S:17][CH2:18][CH2:19]2)[c:6]([F:13])[cH:7][c:8]([NH2:10])[cH:9]1. Reactants: CCOC(=O)c1ccc(C#Cc2cccc(C(C)(C)C)c2)nc1, [K+], [OH-]. Product: CC(C)(C)c1cccc(C#Cc2ccc(C(=O)O)cn2)c1. Reaction SMILES: [C:1]([CH3:2])([CH3:3])([CH3:4])[c:5]1[cH:6][c:7]([C:11]#[C:12][c:13]2[n:14][cH:15][c:16]([C:17](=[O:18])[O:19][CH2:20][CH3:21])[cH:22][cH:23]2)[cH:8][cH:9][cH:10]1.[K+:25].[OH-:24]>>[C:1]([CH3:2])([CH3:3])([CH3:4])[c:5]1[cH:6][c:7]([C:11]#[C:12][c:13]2[n:14][cH:15][c:16]([C:17](=[O:18])[OH:19])[cH:22][cH:23]2)[cH:8][cH:9][cH:10]1. Starting materials: C(C)(C)(C)OC(N(C)[C@@H](CC)C(NC(C(=O)N1[C@@H](CCC1)C=1N=NN(N1)CC1=CC=CC=C1)C1CCCCC1)=O)=O (((S)-1-{2-[(S)-2-(2-Benzyl-2H-tetrazol-5-yl)-pyrrolidin-1-yl]-1-cyclohexyl-2-oxo-ethylcarbamoyl}-propyl)-methyl-carbamic acid tert-butyl ester), C(=O)(C(F)(F)F)O (TFA). Run in C(Cl)Cl (DCM). Reaction conditions: time 1 hour. Yields the product FC(C(=O)O)(F)F.C(C1=CC=CC=C1)N1N=C(N=N1)[C@H]1N(CCC1)C(C(C1CCCCC1)NC([C@H](CC)NC)=O)=O ((S)-N-{2-[(S)-2-(2-Benzyl-2H-tetrazol-5-yl)-pyrrolidin-1-yl]-1-cyclohexyl-2-oxo -ethyl}-2-methylamino-butyramide; compound with trifluoro-acetic acid). As a reaction SMILES: C(O[C:6](=O)[N:7]([C@H:9]([C:12](=[O:40])[NH:13][CH:14]([CH:34]1[CH2:39][CH2:38][CH2:37][CH2:36][CH2:35]1)[C:15]([N:17]1[CH2:21][CH2:20][CH2:19][C@H:18]1[C:22]1[N:23]=[N:24][N:25]([CH2:27][C:28]2[CH:33]=[CH:32][CH:31]=[CH:30][CH:29]=2)[N:26]=1)=[O:16])[CH2:10][CH3:11])C)(C)(C)C.[C:42]([OH:48])([C:44]([F:47])([F:46])[F:45])=[O:43]>C(Cl)Cl>[F:45][C:44]([F:47])([F:46])[C:42]([OH:48])=[O:43].[CH2:27]([N:25]1[N:24]=[N:23][C:22]([C@@H:18]2[CH2:19][CH2:20][CH2:21][N:17]2[C:15](=[O:16])[CH:14]([NH:13][C:12](=[O:40])[C@@H:9]([NH:7][CH3:6])[CH2:10][CH3:11])[CH:34]2[CH2:39][CH2:38][CH2:37][CH2:36][CH2:35]2)=[N:26]1)[C:28]1[CH:33]=[CH:32][CH:31]=[CH:30][CH:29]=1 |f:3.4|. Reported procedure: To a solution of compound G in DCM (2 mL) is added TFA (2 mL) at 0° C. The solution is stirred at room temperature for 1 hr and dried under vacuum. The crude oil is purified by HPLC to provide the title compound. M+H+=467. The reactants are O=C([O-])[O-], CN(C)C=O, NC(=O)c1ccc(Cl)nc1, [K+], [K+], O, O=Cc1ccc(O)cc1. Product: NC(=O)c1ccc(Oc2ccc(C=O)cc2)nc1. RXN SMILES: [C:20](=[O:21])([O-:22])[O-:23].[CH3:26][N:27]([CH3:28])[CH:29]=[O:30].[Cl:1][c:2]1[n:3][cH:4][c:5]([C:6](=[O:7])[NH2:8])[cH:9][cH:10]1.[K+:24].[K+:25].[OH2:31].[OH:11][c:12]1[cH:13][cH:14][c:15]([CH:16]=[O:17])[cH:18][cH:19]1>>[c:2]1([O:11][c:12]2[cH:13][cH:14][c:15]([CH:16]=[O:17])[cH:18][cH:19]2)[n:3][cH:4][c:5]([C:6](=[O:7])[NH2:8])[cH:9][cH:10]1. Starting materials: C([O-])(O)=O.[Na+] (sodium bicarbonate), ClC1=C2C=C(C(=NC2=CC=N1)C1=CC=C(C=C1)C1OCCO1)C1=CC=CC=C1 (5-chloro-2-[4-(1,3-dioxolan-2-yl)phenyl]-3-phenyl-1,6-naphthyridine), CC1(OB(OC1(C)C)C=1C=NN(C1)C(=O)OC(C)(C)C)C (tert-butyl 4-(4,4,5,5-tetramethyl-1,3,2-dioxaborolan-2-yl)-1H-pyrazole-1-carboxylate), C([O-])([O-])=O.[Cs+].[Cs+] (cesium carbonate). The reagents and catalysts are Cl[Pd]([P](C1=CC=CC=C1)(C2=CC=CC=C2)C3=CC=CC=C3)([P](C4=CC=CC=C4)(C5=CC=CC=C5)C6=CC=CC=C6)Cl (Pd(Ph3P)2Cl2). Run in CN(C)C=O (DMF). Reaction conditions: temperature 100 celsius. Yields the product O1C(OCC1)C1=CC=C(C=C1)C1=NC2=CC=NC(=C2C=C1C1=CC=CC=C1)C=1C=NNC1 (2-[4-(1,3-dioxolan-2-yl)phenyl]-3-phenyl-5-(1H-pyrazol-4-yl)-1,6-naphthyridine). Reaction SMILES: Cl[C:2]1[N:11]=[CH:10][CH:9]=[C:8]2[C:3]=1[CH:4]=[C:5]([C:23]1[CH:28]=[CH:27][CH:26]=[CH:25][CH:24]=1)[C:6]([C:12]1[CH:17]=[CH:16][C:15]([CH:18]3[O:22][CH2:21][CH2:20][O:19]3)=[CH:14][CH:13]=1)=[N:7]2.CC1(C)C(C)(C)OB([C:37]2[CH:38]=[N:39][N:40](C(OC(C)(C)C)=O)[CH:41]=2)O1.C(=O)([O-])[O-].[Cs+].[Cs+].C(=O)(O)[O-].[Na+]>CN(C=O)C.Cl[Pd](Cl)([P](C1C=CC=CC=1)(C1C=CC=CC=1)C1C=CC=CC=1)[P](C1C=CC=CC=1)(C1C=CC=CC=1)C1C=CC=CC=1>[O:19]1[CH2:20][CH2:21][O:22][CH:18]1[C:15]1[CH:14]=[CH:13][C:12]([C:6]2[C:5]([C:23]3[CH:28]=[CH:27][CH:26]=[CH:25][CH:24]=3)=[CH:4][C:3]3[C:8](=[CH:9][CH:10]=[N:11][C:2]=3[C:37]3[CH:38]=[N:39][NH:40][CH:41]=3)[N:7]=2)=[CH:17][CH:16]=1 |f:2.3.4,5.6,^1:68,87|. Reported procedure: To a solution of 5-chloro-2-[4-(1,3-dioxolan-2-yl)phenyl]-3-phenyl-1,6-naphthyridine (1-1, Reference: WO2006135627A2, Dec. 21, 2006) (1.7 g, 4.2 mmol) in DMF (100 mL) was added tert-butyl 4-(4,4,5,5-tetramethyl-1,3,2-dioxaborolan-2-yl)-1H-pyrazole-1-carboxylate (2.5 g, 8.6 mmol), cesium carbonate (4.2 g, 13 mmol) and Pd(Ph3P)2Cl2 (0.030 g, 0.042 mmol). The reaction mixture was heated at 100° C. under an atmosphere of N2 for 1 hour. The reaction was cooled to room temperature, poured into saturat... RXN SMILES: [CH3:1][C@H:2]1[O:7][C@@H:6]([CH3:8])[CH2:5][N:4]([CH2:9][C:10]2[O:14][C:13]([C:15]3[CH:23]=[C:22]([C:24]4[CH:25]=[C:26]([NH2:32])[C:27]([O:30][CH3:31])=[N:28][CH:29]=4)[CH:21]=[C:20]4[C:16]=3[CH:17]=[N:18][N:19]4S(C3C=CC(C)=CC=3)(=O)=O)=[N:12][N:11]=2)[CH2:3]1.[CH3:43][O:44][C:45]1[CH:50]=[CH:49][CH:48]=[CH:47][C:46]=1[S:51](Cl)(=[O:53])=[O:52].N1C=CC=CC=1.[OH-].[Na+].Cl>C(Cl)(Cl)Cl.O1CCOCC1>[CH3:8][C@H:6]1[O:7][C@@H:2]([CH3:1])[CH2:3][N:4]([CH2:9][C:10]2[O:14][C:13]([C:15]3[CH:23]=[C:22]([C:24]4[CH:25]=[C:26]([NH:32][S:51]([C:46]5[CH:47]=[CH:48][CH:49]=[CH:50][C:45]=5[O:44][CH3:43])(=[O:53])=[O:52])[C:27]([O:30][CH3:31])=[N:28][CH:29]=4)[CH:21]=[C:20]4[C:16]=3[CH:17]=[N:18][NH:19]4)=[N:12][N:11]=2)[CH2:5]1 |f:3.4|. The yield is 39.0%. Reported procedure: 5-{4-(5-{[(2R,6S)-2,6-Dimethyl-4-morpholinyl]methyl}-1,3,4-oxadiazol-2-yl)-1-[(4-methylphenyl)sulfonyl]-1H-indazol-6-yl}-2-(methyloxy)-3-pyridinamine (150 mg, 0.254 mmol) was dissolved in chloroform (3 ml) then 2-(methyloxy)benzenesulfonyl chloride (79 mg, 0.382 mmol) was added. Pyridine (0.082 ml, 1.018 mmol) was added to the reaction mixture and it was stirred at room temperature for 5 h. The compound was dissolved in 1,4-dioxane (2 ml) and 2M sodium hydroxide (2 ml) and stirred at room temper... Starting materials: [OH-].[Na+] (sodium hydroxide), C[C@@H]1CN(C[C@@H](O1)C)CC1=NN=C(O1)C1=C2C=NN(C2=CC(=C1)C=1C=C(C(=NC1)OC)N)S(=O)(=O)C1=CC=C(C=C1)C (5-{4-(5-{[(2R,6S)-2,6-Dimethyl-4-morpholinyl]methyl}-1,3,4-oxadiazol-2-yl)-1-[(4-methylphenyl)sulfonyl]-1H-indazol-6-yl}-2-(methyloxy)-3-pyridinamine), COC1=C(C=CC=C1)S(=O)(=O)Cl (2-(methyloxy)benzenesulfonyl chloride), N1=CC=CC=C1 (Pyridine), Cl (HCl). Reaction conditions: time 5 hour. Product: C[C@@H]1CN(C[C@@H](O1)C)CC1=NN=C(O1)C1=C2C=NNC2=CC(=C1)C=1C=C(C(=NC1)OC)NS(=O)(=O)C1=C(C=CC=C1)OC (N-[5-[4-(5-{[(2R,6S)-2,6-Dimethyl-4-morpholinyl]methyl}-1,3,4-oxadiazol-2-yl)-1H-indazol-6-yl]-2-(methyloxy)-3-pyridinyl]-2-(methyloxy)benzenesulfonamide). Solvent: O1CCOCC1 (1,4-dioxane), C(Cl)(Cl)Cl (chloroform). The reactants are C(C1=CC=CC=C1)N1C(=NC=2CCN(C3=C(C12)C=CC=C3)C(=O)C3=CC(=C(C#N)C=C3)C)C (4-(1-benzyl-2-methyl-4,5-dihydro-1H-1,3,6-triaza-benzo[e]azulene-6-carbonyl)-2-methyl-benzonitrile), [BH4-].[Na+] (Sodium borohydride), N (Ammonia). The reagents and catalysts are O.O.O.O.O.O.[Co](Cl)Cl (cobalt(II) chloride hexahydrate). The solvent is CO (methanol). Run at temperature 0 celsius, time 15 minute. Product: NCC1=C(C=C(C=C1)C(=O)N1C2=C(C=3N(C(=NC3CC1)C)CC1=CC=CC=C1)C=CC=C2)C ((4-Aminomethyl-3-methyl-phenyl)-(1-benzyl-2-methyl-4,5-dihydro-1H-1,3,6-triaza-benzo[e]azulen-6-yl)-methanone). The yield is 81.0%. RXN SMILES: [CH2:1]([N:8]1[C:17]2[C:16]3[CH:18]=[CH:19][CH:20]=[CH:21][C:15]=3[N:14]([C:22]([C:24]3[CH:31]=[CH:30][C:27]([C:28]#[N:29])=[C:26]([CH3:32])[CH:25]=3)=[O:23])[CH2:13][CH2:12][C:11]=2[N:10]=[C:9]1[CH3:33])[C:2]1[CH:7]=[CH:6][CH:5]=[CH:4][CH:3]=1.[BH4-].[Na+].N>CO.O.O.O.O.O.O.[Co](Cl)Cl>[NH2:29][CH2:28][C:27]1[CH:30]=[CH:31][C:24]([C:22]([N:14]2[CH2:13][CH2:12][C:11]3[N:10]=[C:9]([CH3:33])[N:8]([CH2:1][C:2]4[CH:3]=[CH:4][CH:5]=[CH:6][CH:7]=4)[C:17]=3[C:16]3[CH:18]=[CH:19][CH:20]=[CH:21][C:15]2=3)=[O:23])=[CH:25][C:26]=1[CH3:32] |f:1.2,5.6.7.8.9.10.11|. Reported procedure: A solution of 4-(1-benzyl-2-methyl-4,5-dihydro-1H-1,3,6-triaza-benzo[e]azulene-6-carbonyl)-2-methyl-benzonitrile from Example E121.1 (830 mg, 1.9 mmol) in methanol (10 ml) at room temperature was treated with cobalt(II) chloride hexahydrate (913 mg, 3.8 mmol). The mixture was stirred for 15 min then cooled down to 0° C. Sodium borohydride (726 mg, 19 mmol) was added portion-wise and the reaction mixture was stirred for 2 h at room temperature. 35% Ammonia (5 ml) was added dropwise and the mixtur...